From a dataset of the Open Reaction Database (ORD), a public repository of structured organic reaction records. describe an organic reaction: reactants, conditions, products, and yield The reactants are BrC1=C(C=CC(=C1)CCN1CCOCC1)N (2-Bromo-4-(2-morpholin-4-yl-ethyl)-phenylamine), CC1(CC=C(CC1)B(O)O)C (4,4-dimethyl-1-cyclohexen-1-ylboronic acid). The product is CC1(CC=C(CC1)C1=C(C=CC(=C1)CCN1CCOCC1)N)C (2-(4,4-Dimethyl-cyclohex-1-enyl)-4-(2-morpholin-4-yl-ethyl)-phenylamine). RXN SMILES: Br[C:2]1[CH:7]=[C:6]([CH2:8][CH2:9][N:10]2[CH2:15][CH2:14][O:13][CH2:12][CH2:11]2)[CH:5]=[CH:4][C:3]=1[NH2:16].[CH3:17][C:18]1([CH3:27])[CH2:23][CH2:22][C:21](B(O)O)=[CH:20][CH2:19]1>>[CH3:17][C:18]1([CH3:27])[CH2:23][CH2:22][C:21]([C:2]2[CH:7]=[C:6]([CH2:8][CH2:9][N:10]3[CH2:15][CH2:14][O:13][CH2:12][CH2:11]3)[CH:5]=[CH:4][C:3]=2[NH2:16])=[CH:20][CH2:19]1. Reported procedure: The title compound was prepared by Suzuki coupling of 2-bromo-4-(2-morpholin-4-yl-ethyl)-phenylamine (as prepared in Example 33, step (b)) and 4,4-dimethyl-1-cyclohexen-1-ylboronic acid according to the procedure in Example 1, step (e). Mass spectrum (ESI, m/z): Calcd. for C20H30N2O, 315.2 (M+H). found 315.1.